Dataset: the Open Reaction Database (ORD), a public repository of structured organic reaction records. Task: describe an organic reaction: reactants, conditions, products, and yield Starting materials: C1(CC1)C1=CC=CC(=N1)CN1N=C(C2=C(C=CC=C12)NC(=O)C1=CN=C2N1C=CC(=C2)F)C (N-(1-((6-cyclopropylpyridin-2-yl)methyl)-3-methyl-1H-indazol-4-yl)-7-fluoroimidazo[1,2-a]pyridine-3-carboxamide), C[C@H]1CN(CCN1C)CCO ((S)-2-(3,4-dimethylpiperazin-1-yl)ethanol), CC(C)([O-])C.[K+] (potassium t-butoxide). Solvent: C(C)(C)(C)O (t-butanol), O (water). Conditions: temperature 95 celsius. Product: C1(CC1)C1=CC=CC(=N1)CN1N=C(C2=C(C=CC=C12)NC(=O)C1=CN=C2N1C=CC(=C2)OCCN2C[C@@H](N(CC2)C)C)C ((S)—N-(1-((6-cyclopropylpyridin-2-yl)methyl)-3-methyl-1H-indazol-4-yl)-7-(2-(3,4-dimethylpiperazin-1-yl)ethoxy)imidazo[1,2-a]pyridine-3-carboxamide). Yield: 31.0%. As a reaction SMILES: [CH:1]1([C:4]2[N:9]=[C:8]([CH2:10][N:11]3[C:19]4[C:14](=[C:15]([NH:20][C:21]([C:23]5[N:27]6[CH:28]=[CH:29][C:30](F)=[CH:31][C:26]6=[N:25][CH:24]=5)=[O:22])[CH:16]=[CH:17][CH:18]=4)[C:13]([CH3:33])=[N:12]3)[CH:7]=[CH:6][CH:5]=2)[CH2:3][CH2:2]1.[CH3:34][C@@H:35]1[N:40]([CH3:41])[CH2:39][CH2:38][N:37]([CH2:42][CH2:43][OH:44])[CH2:36]1.CC(C)([O-])C.[K+]>C(O)(C)(C)C.O>[CH:1]1([C:4]2[N:9]=[C:8]([CH2:10][N:11]3[C:19]4[C:14](=[C:15]([NH:20][C:21]([C:23]5[N:27]6[CH:28]=[CH:29][C:30]([O:44][CH2:43][CH2:42][N:37]7[CH2:38][CH2:39][N:40]([CH3:41])[C@@H:35]([CH3:34])[CH2:36]7)=[CH:31][C:26]6=[N:25][CH:24]=5)=[O:22])[CH:16]=[CH:17][CH:18]=4)[C:13]([CH3:33])=[N:12]3)[CH:7]=[CH:6][CH:5]=2)[CH2:3][CH2:2]1 |f:2.3|. Reported procedure: N-(1-((6-cyclopropylpyridin-2-yl)methyl)-3-methyl-1H-indazol-4-yl)-7-fluoroimidazo[1,2-a]pyridine-3-carboxamide (Example 16, Step G; 0.250 g, 0.568 mmol), (S)-2-(3,4-dimethylpiperazin-1-yl)ethanol (0.449 g, 2.84 mmol), and potassium t-butoxide (0.382 g, 3.41 mmol) were combined in t-butanol in a pressure tube. The tube was sealed and warmed to 95° C. for 16 hours, then allowed to cool to ambient temperature. The mixture was diluted with water and extracted with EtOAc. The combined organic extrac... Starting materials: [N+](=[N-])(C(=O)OCC)C(=O)OCC (diethyl diazodicarboxylate), C1(C=2C(C(N1)=O)=CC=CC2)=O (phthalimide), C1(=CC=CC=C1)P(C1=CC=CC=C1)C1=CC=CC=C1 (triphenylphosphine), COC=1C=CC2=C(OC3=C(N2C)C=CC(=C3COCOCCOC)OC)C1CO (3,7-dimethoxy-6-[[(2-methoxyethoxy)methoxy]methyl]-10-methyl-10H-dibenzo[b,e]-[1,4]oxazine-4-methanol). The solvent is O1CCCC1 (tetrahydrofuran), C(C)(=O)OCC (ethyl acetate), CO (methanol), CCCCCC (hexane), O (water), O1CCCC1 (tetrahydrofuran). Reaction conditions: time 10 hour. The product is COC=1C=C(C2=C(OC3=C(N2C)C=CC(=C3COCOCCOC)OC)C1)CN1C(C3=CC=CC=C3C1=O)=O (N-[[3,7-dimethoxy-6-[[(2-methoxyethoxy)methoxy]methyl]-10-methyl-10H-dibenzo-[b,e][1,4]oxazin-1-yl]methyl]-2,3-dihydro-1H-isoindole-1,3-dione). The yield is 91.3%. Reaction SMILES: [C:1]1(=[O:11])[NH:5][C:4](=[O:6])[C:3]2=[CH:7][CH:8]=[CH:9][CH:10]=[C:2]12.[C:12]1(P(C2C=CC=CC=2)C2C=CC=CC=2)C=CC=CC=1.[CH3:31][O:32][C:33]1[CH:34]=[CH:35][C:36]2[N:41]([CH3:42])[C:40]3[CH:43]=[CH:44][C:45]([O:55][CH3:56])=[C:46]([CH2:47][O:48][CH2:49][O:50][CH2:51][CH2:52][O:53][CH3:54])[C:39]=3[O:38][C:37]=2[C:57]=1CO.[N+](C(OCC)=O)(C(OCC)=O)=[N-]>O1CCCC1.C(OCC)(=O)C.CO.CCCCCC.O>[CH3:31][O:32][C:33]1[CH:34]=[C:35]([CH2:12][N:5]2[C:1](=[O:11])[C:2]3[C:3](=[CH:7][CH:8]=[CH:9][CH:10]=3)[C:4]2=[O:6])[C:36]2[N:41]([CH3:42])[C:40]3[CH:43]=[CH:44][C:45]([O:55][CH3:56])=[C:46]([CH2:47][O:48][CH2:49][O:50][CH2:51][CH2:52][O:53][CH3:54])[C:39]=3[O:38][C:37]=2[CH:57]=1. Procedure details: 1.63 g (1.5 eq.) of phthalimide and 2.91 g (1.5 eq.) of triphenylphosphine were added portionwise while cooling with ice to a solution of 3.0 g (7.40 mmol) of 3,7-dimethoxy-6-[[(2-methoxyethoxy)methoxy]methyl]-10-methyl-10H-dibenzo[b,e]-[1,4]oxazine-4-methanol in 40 ml of tetrahydrofuran. Then, a solution of 2.06 g (1.6 eq.) of diethyl diazodicarboxylate in 10 ml of tetrahydrofuran was slowly added dropwise at 0° during 2 hours. The reaction mixture was stirred at 0° for 10 hours and then poured... Starting materials: C(C)OC(C(C(C)=O)CC(=O)C1=CC=C(C=C1)Cl)=O (2-[2-(4-chloro-phenyl)-2-oxo-ethyl]-3-oxo-butyric acid ethyl ester), NC1=CC=CC=C1 (aniline). Product: C(C)OC(=O)C1=C(N(C(=C1)C1=CC=C(C=C1)Cl)C1=CC=CC=C1)C (5-(4-Chloro-phenyl)-2-methyl-1-phenyl-1H-pyrrole-3-carboxylic acid ethyl ester). As a reaction SMILES: [CH2:1]([O:3][C:4](=[O:19])[CH:5]([CH2:9][C:10]([C:12]1[CH:17]=[CH:16][C:15]([Cl:18])=[CH:14][CH:13]=1)=O)[C:6](=O)[CH3:7])[CH3:2].[NH2:20][C:21]1[CH:26]=[CH:25][CH:24]=[CH:23][CH:22]=1>>[CH2:1]([O:3][C:4]([C:5]1[CH:9]=[C:10]([C:12]2[CH:17]=[CH:16][C:15]([Cl:18])=[CH:14][CH:13]=2)[N:20]([C:21]2[CH:26]=[CH:25][CH:24]=[CH:23][CH:22]=2)[C:6]=1[CH3:7])=[O:19])[CH3:2]. Procedure: The title compound was prepared from 2-[2-(4-chloro-phenyl)-2-oxo-ethyl]-3-oxo-butyric acid ethyl ester (from Example 35(a)) and aniline under conditions analogous to Example 35(b). MS-(+)-ion: M+1=340.0. Starting materials: ClC1=C(C=C(C=C1)C1=NC=2N(C(=C1)C(F)(F)F)N=CC2C#C)C (5-(4-chloro-3-methyl-phenyl)-3-ethynyl-7-trifluoromethyl-pyrazolo[1,5-a]pyrimidine), ClC=1SC(=CN1)S(=O)(=O)N (2-chloro-thiazole-5-sulfonamide). Yields the product ClC1=C(C=C(C=C1)C1=NC=2N(C(=C1)C(F)(F)F)N=CC2C#CC=2SC(=CN2)S(=O)(=O)N)C (2-[5-(4-Chloro-3-methyl-phenyl)-7-trifluoromethyl-pyrazolo[1,5-a]pyrimidin-3-ylethynyl]-thiazole-5-sulfonic acid amide), solid. Isolated yield 42.0%. RXN SMILES: [Cl:1][C:2]1[CH:7]=[CH:6][C:5]([C:8]2[CH:13]=[C:12]([C:14]([F:17])([F:16])[F:15])[N:11]3[N:18]=[CH:19][C:20]([C:21]#[CH:22])=[C:10]3[N:9]=2)=[CH:4][C:3]=1[CH3:23].Cl[C:25]1[S:26][C:27]([S:30]([NH2:33])(=[O:32])=[O:31])=[CH:28][N:29]=1>>[Cl:1][C:2]1[CH:7]=[CH:6][C:5]([C:8]2[CH:13]=[C:12]([C:14]([F:15])([F:17])[F:16])[N:11]3[N:18]=[CH:19][C:20]([C:21]#[C:22][C:25]4[S:26][C:27]([S:30]([NH2:33])(=[O:32])=[O:31])=[CH:28][N:29]=4)=[C:10]3[N:9]=2)=[CH:4][C:3]=1[CH3:23]. Reported procedure: The title compound was prepared from 5-(4-chloro-3-methyl-phenyl)-3-ethynyl-7-trifluoromethyl-pyrazolo[1,5-a]pyrimidine (example C.1) (336 mg, 1.0 mmol) and 2-chloro-thiazole-5-sulfonamide (199 mg, 1.0 mmol) according to general procedure II. Obtained as a yellow solid (209 mg, 42%). MS (ISN) 496.0 [(M−H)−]; mp 123° C. Starting materials: resultant mixture, C1(=CC=CC=C1)SC=1C=C(C=CC1)S (m-phenylmercapto thiophenol), [OH-].[K+] (potassium hydroxide), ClC=1C(=C(C=CC1)SC1=C(C(=CC=C1)Cl)C1=CC=CC=C1)C1=CC=CC=C1 (m-chlorophenyl phenylsulfide). The solvent is CN1C(CCC1)=O (N-methyl-2-pyrrolidone). Run at temperature 210 celsius. Product: C1(=CC=CC=C1)SC=1C=C(C=CC1)SC1=CC(=CC=C1)SC1=CC=CC=C1 (bis(m-phenylmercaptophenyl)sulfide). Reaction SMILES: [C:1]1([S:7][C:8]2[CH:9]=[C:10]([SH:14])[CH:11]=[CH:12][CH:13]=2)[CH:6]=[CH:5][CH:4]=[CH:3][CH:2]=1.[OH-].[K+].Cl[C:18]1[C:19](C2C=CC=CC=2)=[C:20]([S:24][C:25]2[CH:30]=[CH:29][CH:28]=[C:27](Cl)[C:26]=2C2C=CC=CC=2)[CH:21]=[CH:22][CH:23]=1>CN1CCCC1=O>[C:1]1([S:7][C:8]2[CH:9]=[C:10]([S:14][C:29]3[CH:28]=[CH:27][CH:26]=[C:25]([S:24][C:20]4[CH:21]=[CH:22][CH:23]=[CH:18][CH:19]=4)[CH:30]=3)[CH:11]=[CH:12][CH:13]=2)[CH:6]=[CH:5][CH:4]=[CH:3][CH:2]=1 |f:1.2|. Reported procedure: 436 g of m-phenylmercapto thiophenol and 78 g of potassium hydroxide were dissolved in 500 ml of N-methyl-2-pyrrolidone, then 376 g of m-chlorophenyl phenylsulfide was added and the resultant mixture was heated to 170° C. After removing the water content, 20 g of cuprous chloride was added and heated to 210° C. and maintained at that temperature for 10 hours while stirring. After the reaction was over, the product was treated by the method as in Example Z-1 and bis(m-phenylmercaptophenyl)sulfide... Starting materials: CS(=O)(=O)N1CCOC2=C1C=C(C=C2)CN2CCNCC2 (4-methanesulfonyl-6-(piperazin-1-ylmethyl)-3,4-dihydro-2H-benzo[1,4]oxazine), CS(=O)(=O)OCCOC1=C2C=NC(=NC2=CC=C1)C (5-(2-(methanesulfonyloxy)ethoxy)-2-methylquinazoline). Product: CS(=O)(=O)N1CCOC2=C1C=C(C=C2)CN2CCN(CC2)CCOC2=C1C=NC(=NC1=CC=C2)C (4-Methanesulfonyl-6-{4-[2-(2-methylquinazolin-5-yloxy)ethyl]piperazin-1-ylmethyl}-3,4-dihydro-2H-benzo[1,4]oxazine). Reaction SMILES: [CH3:1][S:2]([N:5]1[C:10]2[CH:11]=[C:12]([CH2:15][N:16]3[CH2:21][CH2:20][NH:19][CH2:18][CH2:17]3)[CH:13]=[CH:14][C:9]=2[O:8][CH2:7][CH2:6]1)(=[O:4])=[O:3].CS(O[CH2:27][CH2:28][O:29][C:30]1[CH:39]=[CH:38][CH:37]=[C:36]2[C:31]=1[CH:32]=[N:33][C:34]([CH3:40])=[N:35]2)(=O)=O>>[CH3:1][S:2]([N:5]1[C:10]2[CH:11]=[C:12]([CH2:15][N:16]3[CH2:17][CH2:18][N:19]([CH2:27][CH2:28][O:29][C:30]4[CH:39]=[CH:38][CH:37]=[C:36]5[C:31]=4[CH:32]=[N:33][C:34]([CH3:40])=[N:35]5)[CH2:20][CH2:21]3)[CH:13]=[CH:14][C:9]=2[O:8][CH2:7][CH2:6]1)(=[O:4])=[O:3]. Procedure: The title compound was prepared from 4-methanesulfonyl-6-(piperazin-1-ylmethyl)-3,4-dihydro-2H-benzo[1,4]oxazine and 5-(2-(methanesulfonyloxy)ethoxy)-2-methylquinazoline following the method of Example 1. Reaction SMILES: [CH3:1][N:2]([C:3]1([c:26]2[cH:27][cH:28][cH:29][cH:30][cH:31]2)[CH2:4][CH2:5][C:6](=[CH:9][C:10](=[O:11])[N:12]2[CH2:13][CH:14]([c:17]3[cH:18][nH:19][c:20]4[cH:21][cH:22][cH:23][cH:24][c:25]34)[CH2:15][CH2:16]2)[CH2:7][CH2:8]1)[CH3:32].[CH3:38][C:39]([CH2:40][CH3:41])=[O:42].[Cl:33][Si:34]([CH3:35])([CH3:36])[CH3:37]>>[CH3:1][N:2]([C:3]1([c:26]2[cH:27][cH:28][cH:29][cH:30][cH:31]2)[CH2:4][CH2:5][C:6](=[CH:9][C:10](=[O:11])[N:12]2[CH2:13][CH:14]([c:17]3[cH:18][nH:19][c:20]4[cH:21][cH:22][cH:23][cH:24][c:25]34)[CH2:15][CH2:16]2)[CH2:7][CH2:8]1)[CH3:32].[ClH:33]. The product is CN(C)C1(c2ccccc2)CCC(=CC(=O)N2CCC(c3c[nH]c4ccccc34)C2)CC1, Cl. Reactants: CN(C)C1(c2ccccc2)CCC(=CC(=O)N2CCC(c3c[nH]c4ccccc34)C2)CC1, CCC(C)=O, C[Si](C)(C)Cl. The reactants are O1CCOCC1 (dioxane), ClP(C1=CC=CC=C1)C1=CC=CC=C1 (chlorodiphenylphosphine), [Na] (sodium), CS(=O)(=O)N1[C@@H](C[C@H](C1)OS(=O)(=O)C)CO[Si](C)(C)C(C)(C)C ((2S,4R)-N-methanesulfonyl-2-tert-butyldimethylsilyloxymethyl-4-methanesulfonyloxypyrrolidine). Run in O1CCCC1 (tetrahydrofuran), O1CCCC1 (tetrahydrofuran). Reaction conditions: temperature 0 celsius, time 2 hour. Product: CS(=O)(=O)N1[C@@H](C[C@@H](C1)P(C1=CC=CC=C1)C1=CC=CC=C1)CO[Si](C)(C)C(C)(C)C ((2S,4S)-N-methanesulfonyl-2-tert-butyldimethylsilyloxymethyl-4-diphenylphosphinopyrrolidine). The yield is 62.0%. Reaction SMILES: O1CCOCC1.Cl[P:8]([C:15]1[CH:20]=[CH:19][CH:18]=[CH:17][CH:16]=1)[C:9]1[CH:14]=[CH:13][CH:12]=[CH:11][CH:10]=1.[Na].[CH3:22][S:23]([N:26]1[CH2:30][C@H:29](OS(C)(=O)=O)[CH2:28][C@H:27]1[CH2:36][O:37][Si:38]([C:41]([CH3:44])([CH3:43])[CH3:42])([CH3:40])[CH3:39])(=[O:25])=[O:24]>O1CCCC1>[CH3:22][S:23]([N:26]1[CH2:30][C@@H:29]([P:8]([C:15]2[CH:20]=[CH:19][CH:18]=[CH:17][CH:16]=2)[C:9]2[CH:14]=[CH:13][CH:12]=[CH:11][CH:10]=2)[CH2:28][C@H:27]1[CH2:36][O:37][Si:38]([C:41]([CH3:44])([CH3:43])[CH3:42])([CH3:39])[CH3:40])(=[O:24])=[O:25] |^1:20|. Procedure: To 150 ml of dioxane were added 11.39 g (0.052 mol) of chlorodiphenylphosphine and 2.6 g (0.114 mol) of sodium, and the mixture was refluxed for 4 hours in nitrogen atmosphere. After allowing the mixture to stand for cooling, 50 ml of tetrahydrofuran was added to the reaction mixture, and a solution of 10.45 g (0.027 mol) of (2S,4R)-N-methanesulfonyl-2-tert-butyldimethylsilyloxymethyl-4-methanesulfonyloxypyrrolidine [V] in 100 ml of tetrahydrofuran was added dropwise to the mixture lest any air ... Reactants: CO, CC(C)(C)OC(=O)NCCc1cccc(OCCC2C3CC4CC(C3)CC2C4)c1, Cl. Product: NCCc1cccc(OCCC2C3CC4CC(C3)CC2C4)c1. As a reaction SMILES: [CH3:31][OH:32].[CH:1]12[CH:2]([CH2:11][CH2:12][O:13][c:14]3[cH:15][c:16]([CH2:20][CH2:21][NH:22][C:23](=[O:24])[O:25][C:26]([CH3:27])([CH3:28])[CH3:29])[cH:17][cH:18][cH:19]3)[CH:3]3[CH2:4][CH:5]([CH2:6][CH:7]([CH2:8]1)[CH2:9]3)[CH2:10]2.[ClH:30]>>[CH:1]12[CH:2]([CH2:11][CH2:12][O:13][c:14]3[cH:15][c:16]([CH2:20][CH2:21][NH2:22])[cH:17][cH:18][cH:19]3)[CH:3]3[CH2:4][CH:5]([CH2:6][CH:7]([CH2:8]1)[CH2:9]3)[CH2:10]2.